Dataset: the Open Reaction Database (ORD), a public repository of structured organic reaction records. Task: describe an organic reaction: reactants, conditions, products, and yield Reaction SMILES: CC1(C)C(C)(C)OB([C:9]2[CH:29]=[CH:28][C:12]([O:13][CH2:14][CH2:15][NH:16][C@@H:17]([CH3:27])[C@@H:18]([C:20]3[CH:25]=[CH:24][C:23]([OH:26])=[CH:22][CH:21]=3)[OH:19])=[CH:11][CH:10]=2)O1.Br[C:32]1[CH:40]=[CH:39][C:35]([C:36]([OH:38])=[O:37])=[CH:34][C:33]=1[CH2:41][CH3:42].[F-].[Cs+].O1CCOCC1>C1C=CC([P]([Pd]([P](C2C=CC=CC=2)(C2C=CC=CC=2)C2C=CC=CC=2)([P](C2C=CC=CC=2)(C2C=CC=CC=2)C2C=CC=CC=2)[P](C2C=CC=CC=2)(C2C=CC=CC=2)C2C=CC=CC=2)(C2C=CC=CC=2)C2C=CC=CC=2)=CC=1.O.C(O)C>[CH2:41]([C:33]1[CH:34]=[C:35]([C:36]([OH:38])=[O:37])[CH:39]=[CH:40][C:32]=1[C:9]1[CH:10]=[CH:11][C:12]([O:13][CH2:14][CH2:15][NH:16][C@@H:17]([CH3:27])[C@H:18]([OH:19])[C:20]2[CH:21]=[CH:22][C:23]([OH:26])=[CH:24][CH:25]=2)=[CH:28][CH:29]=1)[CH3:42] |f:2.3,^1:54,56,75,94|. The solvent is O (water), C(C)O (ethanol). Reagents/catalysts: C=1C=CC(=CC1)[P](C=2C=CC=CC2)(C=3C=CC=CC3)[Pd]([P](C=4C=CC=CC4)(C=5C=CC=CC5)C=6C=CC=CC6)([P](C=7C=CC=CC7)(C=8C=CC=CC8)C=9C=CC=CC9)[P](C=1C=CC=CC1)(C=1C=CC=CC1)C=1C=CC=CC1 (tetrakis(triphenylphosphine)palladium). Reactants: CC1(OB(OC1(C)C)C1=CC=C(OCCN[C@H]([C@H](O)C2=CC=C(C=C2)O)C)C=C1)C (4-((1R,2S)-2-{2-[4-(4,4,5,5-tetramethyl-1,3,2-dioxaborolan-2-yl)phenoxy]ethylamino}-1-hydroxypropyl)phenol), BrC1=C(C=C(C(=O)O)C=C1)CC (4-bromo-3-ethylbenzoic acid), [F-].[Cs+] (cesium fluoride), O1CCOCC1 (1,4-dioxane). Reaction conditions: temperature 140 celsius, time 5 minute. Reported procedure: A mixture of 4-((1R,2S)-2-{2-[4-(4,4,5,5-tetramethyl-1,3,2-dioxaborolan-2-yl)phenoxy]ethylamino}-1-hydroxypropyl)phenol (0.04 g), 4-bromo-3-ethylbenzoic acid (0.044 g), tetrakis(triphenylphosphine)palladium (0.011 g), cesium fluoride (0.088 g), 1,4-dioxane (0.6 mL), ethanol (0.12 mL) and water (0.2 mL) was stirred at 140° C. for 5 min in a sealed tube. After being cooled to room temperature, the reaction mixture was purified by SCX ion exchange column chromatography (2 g, preconditioning: tetrah... Isolated yield 23.7%. Yields the product C(C)C1=C(C=CC(=C1)C(=O)O)C1=CC=C(C=C1)OCCN[C@H]([C@@H](C1=CC=C(C=C1)O)O)C (2-Ethyl-4′-{(1S,2R)-2-[2-hydroxy-2-(4-hydroxyphenyl)-1-methylethylamino]ethoxy}biphenyl-4-carboxylic acid).